This data is from the Open Reaction Database (ORD), a public repository of structured organic reaction records. The task is: describe an organic reaction: reactants, conditions, products, and yield Reactants: O(C1=CC=CC=C1)CC1=NC2C(N(C2S1)C(C(=O)OCC(Cl)(Cl)Cl)=C(C)OS(=O)(=O)C)=O (2,2,2-trichloroethyl α-[3-phenoxymethyl-7-oxo-4-thia-2,6-diazabicyclo[3,2,0]hept-2-en-6-yl]-α-(1-methanesulfonyloxyethylidene)acetate), N1CCOCC1 (morpholine). Run in C1=CC=CC=C1 (benzene). Run at time 1 hour. Yields the product O(C1=CC=CC=C1)CC1=NC2C(N(C2S1)C(C(=O)OCC(Cl)(Cl)Cl)=C(C)N1CCOCC1)=O (2,2,2-trichloroethyl α-[3-phenoxymethyl-7-oxo-4-thia-2,6-diazabicyclo[3,2,0]hept-2-en-6-yl]-α-(1-morpholinoethylidene)acetate). Isolated yield 50.0%. Reaction SMILES: [O:1]([CH2:8][C:9]1[S:15][CH:14]2[CH:11]([C:12](=[O:32])[N:13]2[C:16](=[C:25](OS(C)(=O)=O)[CH3:26])[C:17]([O:19][CH2:20][C:21]([Cl:24])([Cl:23])[Cl:22])=[O:18])[N:10]=1)[C:2]1[CH:7]=[CH:6][CH:5]=[CH:4][CH:3]=1.[NH:33]1[CH2:38][CH2:37][O:36][CH2:35][CH2:34]1>C1C=CC=CC=1>[O:1]([CH2:8][C:9]1[S:15][CH:14]2[CH:11]([C:12](=[O:32])[N:13]2[C:16](=[C:25]([N:33]2[CH2:38][CH2:37][O:36][CH2:35][CH2:34]2)[CH3:26])[C:17]([O:19][CH2:20][C:21]([Cl:23])([Cl:22])[Cl:24])=[O:18])[N:10]=1)[C:2]1[CH:7]=[CH:6][CH:5]=[CH:4][CH:3]=1. Procedure: To a solution of 2,2,2-trichloroethyl α-[3-phenoxymethyl-7-oxo-4-thia-2,6-diazabicyclo[3,2,0]hept-2-en-6-yl]-α-(1-methanesulfonyloxyethylidene)acetate (1.52 g) in benzene (30 ml) is added morpholine (0.48 ml) at beneath 10° C. After stirring for 1 hour, the mixture is washed with water, dried, and evaporated. Purification of the obtained residue by chromatography over silica gel gives 2,2,2-trichloroethyl α-[3-phenoxymethyl-7-oxo-4-thia-2,6-diazabicyclo[3,2,0]hept-2-en-6-yl]-α-(1-morpholinoethyl...